This data is from the Open Reaction Database (ORD), a public repository of structured organic reaction records. The task is: describe an organic reaction: reactants, conditions, products, and yield Starting materials: NC=1C(=NC=C(C1)Br)C(=O)O (3-amino-5-bromopyridine-2-carboxylic acid), OC1CCN(CC1)C(=O)OC(C)(C)C (tert-butyl 4-hydroxytetrahydro-1(2H)-pyridinecarboxylate), C1(CCC1)=O (cyclobutanone), CN (methylamine), OC1=CC=C(C=O)C=C1 (4-hydroxybenzaldehyde). Product: BrC1=CC=2N=C(N(C(C2N=C1)=O)C)C1=CC=C(C=C1)OC1CCN(CC1)C1CCC1 (7-Bromo-2-{4-[{1-cyclobutylpiperidin-4-yl)oxy]phenyl}-3-methylpyrido[3,2-d]pyrimidin-4(3H)-one). As a reaction SMILES: [NH2:1][C:2]1[C:3]([C:9]([OH:11])=O)=[N:4][CH:5]=[C:6]([Br:8])[CH:7]=1.[CH3:12][NH2:13].[OH:14][C:15]1[CH:22]=[CH:21][C:18]([CH:19]=O)=[CH:17][CH:16]=1.O[CH:24]1[CH2:29][CH2:28][N:27]([C:30](OC(C)(C)C)=O)[CH2:26][CH2:25]1.[C:37]1(=O)[CH2:40]C[CH2:38]1>>[Br:8][C:6]1[CH:5]=[N:4][C:3]2[C:9](=[O:11])[N:13]([CH3:12])[C:19]([C:18]3[CH:21]=[CH:22][C:15]([O:14][CH:24]4[CH2:25][CH2:26][N:27]([CH:30]5[CH2:40][CH2:37][CH2:38]5)[CH2:28][CH2:29]4)=[CH:16][CH:17]=3)=[N:1][C:2]=2[CH:7]=1. Procedure details: The entitled compound was obtained according to the method of Example 85 but using 3-amino-5-bromopyridine-2-carboxylic acid, methylamine, 4-hydroxybenzaldehyde, tert-butyl 4-hydroxytetrahydro-1(2H)-pyridinecarboxylate, and cyclobutanone.